From a dataset of the Open Reaction Database (ORD), a public repository of structured organic reaction records. describe an organic reaction: reactants, conditions, products, and yield Reactants: C(C)(C)(C)OC(=O)NC=1C=CC=CC1.O1NC=NC1=O (3-(tert-butyloxycarbonylamino)benzene 1,2,4-oxadiazol-5-one), Cl (hydrogen chloride). The solvent is C(C)(=O)OCC (ethyl acetate). Reaction conditions: temperature 0 celsius, time 30 minute. Yields the product NC=1C=CC=CC1.Cl.O1NC=NC1=O (3-Aminobenzene 1,2,4-oxadiazol-5-one hydrochloride). RXN SMILES: C(OC([NH:8][C:9]1[CH:10]=[CH:11][CH:12]=[CH:13][CH:14]=1)=O)(C)(C)C.[O:15]1[C:19](=[O:20])[N:18]=[CH:17][NH:16]1.[ClH:21]>C(OCC)(=O)C>[NH2:8][C:9]1[CH:14]=[CH:13][CH:12]=[CH:11][CH:10]=1.[ClH:21].[O:15]1[C:19](=[O:20])[N:18]=[CH:17][NH:16]1 |f:0.1,4.5.6|. Procedure details: A solution of ethyl acetate (10 ml) containing 150 mg of 3-(tert-butyloxycarbonylamino)benzene-1,2,4-oxadiazol-5-one was cooled to 0° C. and treated with a continuous stream of hydrogen chloride gas for 10 minutes. The reaction mixture was stirred for 30 minutes more and the solvent and excess hydrogen chloride were removed under reduced pressure. The residue was azeotropically dried with toluene to give 120 mg of the title compound in sufficient purity to continue directly to the next step. Procedure details: To a solution of (2R,4R)-1-allyloxycarbonyl-4-hydroxy-2-[3-(imidazol-1-yl)propyl]pyrrolidine (12.5 g) in tetrahydrofuran (125 ml) were added successively triphenylphosphine (17.6 g) and diethyl azodicarboxylate (10.6 ml) at -10° C. and the solution was stirred at the same temperature for 30 minutes. Then thiobenzoic acid (9.5 ml) was added at the same temperature and the solution was stirred for 3 hours. To the solution was added ethyl acetate (125 ml) and washed with saturated aqueous sodium hy... Reaction conditions: time 30 minute. RXN SMILES: [CH2:1]([O:4][C:5]([N:7]1[CH2:11][C@H:10](O)[CH2:9][C@H:8]1[CH2:13][CH2:14][CH2:15][N:16]1[CH:20]=[CH:19][N:18]=[CH:17]1)=[O:6])[CH:2]=[CH2:3].C1(P(C2C=CC=CC=2)C2C=CC=CC=2)C=CC=CC=1.N(C(OCC)=O)=NC(OCC)=O.[C:52]([OH:60])(=[S:59])[C:53]1[CH:58]=[CH:57][CH:56]=[CH:55][CH:54]=1>O1CCCC1.C(OCC)(=O)C>[CH2:1]([O:4][C:5]([N:7]1[CH2:11][C@@H:10]([S:59][C:52](=[O:60])[C:53]2[CH:58]=[CH:57][CH:56]=[CH:55][CH:54]=2)[CH2:9][C@H:8]1[CH2:13][CH2:14][CH2:15][N:16]1[CH:20]=[CH:19][N:18]=[CH:17]1)=[O:6])[CH:2]=[CH2:3]. The reactants are C(C=C)OC(=O)N1[C@@H](C[C@H](C1)O)CCCN1C=NC=C1 ((2R,4R)-1-allyloxycarbonyl-4-hydroxy-2-[3-(imidazol-1-yl)propyl]pyrrolidine), C1(=CC=CC=C1)P(C1=CC=CC=C1)C1=CC=CC=C1 (triphenylphosphine), N(=NC(=O)OCC)C(=O)OCC (diethyl azodicarboxylate), C(C1=CC=CC=C1)(=S)O (thiobenzoic acid). The solvent is O1CCCC1 (tetrahydrofuran), C(C)(=O)OCC (ethyl acetate). Yields the product C(C=C)OC(=O)N1[C@@H](C[C@@H](C1)SC(C1=CC=CC=C1)=O)CCCN1C=NC=C1 ((2R,4S)-1-allyloxycarbonyl-4-benzoylthio-2-[3-(imidazol-1-yl)propyl]pyrrolidine). Reactants: COC=1C=C(C#N)C=C(C1)C1=CN(C=2N=CN=C(C21)N[C@@H](C)C2=NN1C(C(N2C2=CC=CC=C2)=O)=C(C=C1)C)COCC[Si](C)(C)C ((S)-3-Methoxy-5-(4-((1-(5-methyl-4-oxo-3-phenyl-3,4-dihydropyrrolo[2,1-f][1,2,4]triazin-2-yl)ethyl)amino)-7-((2-(trimethylsilyl)ethoxy)methyl)-7H-pyrrolo[2,3-d]pyrimidin-5-yl)benzonitrile), FC(C(=O)O)(F)F (trifluoroacetic acid), N (ammonia). The product is COC=1C=C(C#N)C=C(C1)C1=CNC=2N=CN=C(C21)N[C@@H](C)C2=NN1C(C(N2C2=CC=CC=C2)=O)=C(C=C1)C ((S)-3-Methoxy-5-(4-((1-(5-methyl-4-oxo-3-phenyl-3,4-dihydropyrrolo[2,1-f][1,2,4]triazin-2-yl)ethyl)amino)-7H-pyrrolo[2,3-d]pyrimidin-5-yl)benzonitrile). The yield is 53.2%. RXN SMILES: [CH3:1][O:2][C:3]1[CH:4]=[C:5]([CH:8]=[C:9]([C:11]2[C:19]3[C:18]([NH:20][C@H:21]([C:23]4[N:28]([C:29]5[CH:34]=[CH:33][CH:32]=[CH:31][CH:30]=5)[C:27](=[O:35])[C:26]5=[C:36]([CH3:39])[CH:37]=[CH:38][N:25]5[N:24]=4)[CH3:22])=[N:17][CH:16]=[N:15][C:14]=3[N:13](COCC[Si](C)(C)C)[CH:12]=2)[CH:10]=1)[C:6]#[N:7].FC(F)(F)C(O)=O.N>>[CH3:1][O:2][C:3]1[CH:4]=[C:5]([CH:8]=[C:9]([C:11]2[C:19]3[C:18]([NH:20][C@H:21]([C:23]4[N:28]([C:29]5[CH:34]=[CH:33][CH:32]=[CH:31][CH:30]=5)[C:27](=[O:35])[C:26]5=[C:36]([CH3:39])[CH:37]=[CH:38][N:25]5[N:24]=4)[CH3:22])=[N:17][CH:16]=[N:15][C:14]=3[NH:13][CH:12]=2)[CH:10]=1)[C:6]#[N:7]. Procedure details: (S)-3-Methoxy-5-(4-((1-(5-methyl-4-oxo-3-phenyl-3,4-dihydropyrrolo[2,1-f][1,2,4]triazin-2-yl)ethyl)amino)-7-((2-(trimethylsilyl)ethoxy)methyl)-7H-pyrrolo[2,3-d]pyrimidin-5-yl)benzonitrile (24 mg, 0.04 mmol) was treated with trifluoroacetic acid (480 μl, 6.23 mmol) and a solution of ammonia (7N in methanol, 480 μl, 3.36 mmol) according to the method described in Example 27. The residue was purified using SP1® Purification System (0% to 15% dichloromethane-2-propanol) to obtain 11 mg (56% yield) o... Reactants: [OH-].[Na+] (sodium hydroxide), NC1=CC2=C(N=CS2)C=C1 (6-aminobenzothiazole), N(=O)[O-].[Na+] (sodium nitrite). Solvent: O (water), OS(=O)(=O)O (H2SO4), O (water), OS(=O)(=O)O (H2SO4), O (water). Reaction conditions: temperature 160 celsius, time 15 minute. Yields the product S1C=NC2=C1C=C(C=C2)O (benzothiazol-6-ol). As a reaction SMILES: N[C:2]1[CH:10]=[CH:9][C:5]2[N:6]=[CH:7][S:8][C:4]=2[CH:3]=1.N([O-])=[O:12].[Na+].[OH-].[Na+]>O.OS(O)(=O)=O>[S:8]1[C:4]2[CH:3]=[C:2]([OH:12])[CH:10]=[CH:9][C:5]=2[N:6]=[CH:7]1 |f:1.2,3.4|. Reported procedure: To a solution of 6-aminobenzothiazole (1.0 g, 6.66 mmol) in water (22 mL) and H2SO4 (16 mL) at 5° C. was added a solution of sodium nitrite (460 mg, 6.72 mmol) in water (13 mL) keeping the temperature below 5° C. The resulting solution was allowed to stir for 15 minutes. The reaction mixture was heated to 160° C. and a solution of H2SO4 (50 mL) and water (38 mL) was slowly added. The resulting mixture was allowed to stir for 1 h. The mixture was allowed to cool and an aqueous solution of 50% sod... Isolated yield 77.7%. The reactants are ClC1(NN=C(C=C1)C(C1=CC=CC=C1)(C1=CC=CC=C1)C1=CC=CC=C1)N=NC=1N=NC=CC1 (3-chloro-6-triphenylmethylazopyridazine), suspension, [H-].[Na+] (sodium hydride), C(C)NCC(C)O (ethyl-(2-hydroxypropyl)amine). Reported procedure: To a 50% suspension of 1.5 g sodium hydride in 100 ml tetrahydrofuran, 3 g ethyl-(2-hydroxypropyl)amine are added; this is stirred at room temperature for 30 minutes, thereafter 4.5 g of 3-chloro-6-triphenylmethylazopyridazine are added. Stirring is maintained for 5 minutes, the organic phase is washed with a saturated solution of sodium chloride, rendered anhydrous and evaporated to dryness under a vacuum. The residue is taken up with ethyl alcohol, diluted with water, and the precipitate is co... The solvent is O1CCCC1 (tetrahydrofuran). The product is C(C)N(C1(NN=C(C=C1)C(C1=CC=CC=C1)(C1=CC=CC=C1)C1=CC=CC=C1)N=NC=1N=NC=CC1)CC(C)O (3-[ethyl-(2-hydroxypropyl)amino]-6-triphenylmethylazopyridazine). Reaction SMILES: [H-].[Na+].[CH2:3]([NH:5][CH2:6][CH:7]([OH:9])[CH3:8])[CH3:4].Cl[C:11]1([N:36]=[N:37][C:38]2[N:39]=[N:40][CH:41]=[CH:42][CH:43]=2)[CH:16]=[CH:15][C:14]([C:17]([C:30]2[CH:35]=[CH:34][CH:33]=[CH:32][CH:31]=2)([C:24]2[CH:29]=[CH:28][CH:27]=[CH:26][CH:25]=2)[C:18]2[CH:23]=[CH:22][CH:21]=[CH:20][CH:19]=2)=[N:13][NH:12]1>O1CCCC1>[CH2:3]([N:5]([CH2:6][CH:7]([OH:9])[CH3:8])[C:11]1([N:36]=[N:37][C:38]2[N:39]=[N:40][CH:41]=[CH:42][CH:43]=2)[CH:16]=[CH:15][C:14]([C:17]([C:18]2[CH:19]=[CH:20][CH:21]=[CH:22][CH:23]=2)([C:30]2[CH:35]=[CH:34][CH:33]=[CH:32][CH:31]=2)[C:24]2[CH:25]=[CH:26][CH:27]=[CH:28][CH:29]=2)=[N:13][NH:12]1)[CH3:4] |f:0.1|. Run at time 30 minute. Starting materials: C(CCC)[N+](CCCC)(CCCC)CCCC.P(=O)(O)(O)OC[C@H]1O[C@H](C[C@@H]1OP(=O)(O)OC[C@H]1O[C@H]([C@@H]([C@@H]1O)O)N1C2=NC=NC(=C2N=C1)N)N1C(N=C(C=C1)N)=O (((2R,3S,5R)-5-(4-Amino-2-oxopyrimidin-1(2H)-yl)-3-(((((2R,3S,4R,5R)-5-(6-amino-9H-purin-9-yl)-3,4-dihydroxytetrahydrofuran-2-yl)methoxy)(hydroxy)phosphoryl)oxy)tetrahydrofuran-2-yl)methyl dihydrogenphosphate tetrabutylammonium salt), C(CCC)[N+](CCCC)(CCCC)CCCC.P(=O)(O)(O)OC[C@H]1O[C@H](C[C@@H]1OP(=O)(O)OC[C@H]1O[C@H]([C@@H]([C@@H]1O)O)N1C2=NC=NC(=C2N=C1)N)N1C(N=C(C=C1)N)=O (((2R,3S,5R)-5-(4-Amino-2-oxopyrimidin-1(2H)-yl)-3-(((((2R,3S,4R,5R)-5-(6-amino-9H-purin-9-yl)-3,4-dihydroxytetrahydrofuran-2-yl)methoxy)(hydroxy)phosphoryl)oxy)tetrahydrofuran-2-yl)methyl dihydrogenphosphate tetrabutylammonium salt), N(=[N+]=[N-])CCC[C@@H](C(=O)OCC#N)NC(=O)OC(C)(C)C ((S)-cyanomethyl 5-azido-2-((tert-butoxycarbonyl)amino)pentanoate). Solvent: O (water), O1CCCC1 (tetrahydrofuran). Run at time 0.5 hour. Yields the product N(=[N+]=[N-])CCC[C@H](C(=O)O[C@@H]1[C@@H](O[C@H]([C@@H]1O)N1C2=NC=NC(=C2N=C1)N)COP(=O)(O)O[C@@H]1[C@H](O[C@H](C1)N1C(N=C(C=C1)N)=O)COP(=O)(O)O)NC(=O)OC(C)(C)C ((2S)-(2R,3S,4R,5R)-2-((((((2R,3S,5R)-5-(4-amino-2-oxopyrimidin-1(2H)-yl)-2-((phosphonooxy)methyl)tetrahydrofuran-3-yl)oxy)(hydroxy)phosphoryl)oxy)methyl)-5-(6-amino-9H-purin-9-yl)-4-hydroxytetrahydrofuran-3-yl 5-azido-2-((tert-butoxycarbonyl)amino)pentanoate). Yield: 23.1%. As a reaction SMILES: C([N+](CCCC)(CCCC)CCCC)CCC.[P:18]([O:22][CH2:23][C@@H:24]1[C@@H:28]([O:29][P:30]([O:33][CH2:34][C@@H:35]2[C@@H:39]([OH:40])[C@@H:38]([OH:41])[C@H:37]([N:42]3[CH:50]=[N:49][C:48]4[C:43]3=[N:44][CH:45]=[N:46][C:47]=4[NH2:51])[O:36]2)([OH:32])=[O:31])[CH2:27][C@H:26]([N:52]2[CH:57]=[CH:56][C:55]([NH2:58])=[N:54][C:53]2=[O:59])[O:25]1)([OH:21])([OH:20])=[O:19].[N:60]([CH2:63][CH2:64][CH2:65][C@H:66]([NH:73][C:74]([O:76][C:77]([CH3:80])([CH3:79])[CH3:78])=[O:75])[C:67](OCC#N)=[O:68])=[N+:61]=[N-:62]>O.O1CCCC1>[N:60]([CH2:63][CH2:64][CH2:65][C@@H:66]([NH:73][C:74]([O:76][C:77]([CH3:80])([CH3:79])[CH3:78])=[O:75])[C:67]([O:40][C@H:39]1[C@@H:38]([OH:41])[C@H:37]([N:42]2[CH:50]=[N:49][C:48]3[C:43]2=[N:44][CH:45]=[N:46][C:47]=3[NH2:51])[O:36][C@H:35]1[CH2:34][O:33][P:30]([O:29][C@H:28]1[CH2:27][C@H:26]([N:52]2[CH:57]=[CH:56][C:55]([NH2:58])=[N:54][C:53]2=[O:59])[O:25][C@@H:24]1[CH2:23][O:22][P:18]([OH:21])([OH:20])=[O:19])([OH:32])=[O:31])=[O:68])=[N+:61]=[N-:62] |f:0.1|. Procedure details: A solution of ((2R,3S,5R)-5-(4-amino-2-oxopyrimidin-1(2H)-yl)-3-(((((2R,3S,4R,5R)-5-(6-amino-9H-purin-9-yl)-3,4-dihydroxytetrahydrofuran-2-yl)methoxy) (hydroxy)phosphoryl)oxy)tetrahydrofuran-2-yl)methyl dihydrogenphosphate (Compound 1h) (77 mg, 0.121 mmol) in water (0.3 mL) and a solution of (S)-cyanomethyl 5-azido-2-((tert-butoxycarbonyl)amino)pentanoate (Compound tk70) (144 mg, 0.484 mmol) in tetrahydrofuran (0.3 mL) were added to buffer A (18 mL), and the mixture was stirred at room temperatu... Starting materials: C(=O)NC=1NC=C(C1C(=O)N)C1=CC=C(C=C1)[N+](=O)[O-] (2-formylamino-4-(4-nitrophenyl)-1H-pyrrole-3-carboxamide), [H][H] (hydrogen). Reagents/catalysts: [Pd] (palladium on carbon). Solvent: CO (methanol). Yields the product C(=O)NC=1NC=C(C1C(=O)N)C1=CC=C(C=C1)N (2-formylamino-4-(4-aminophenyl)-1H-pyrrole-3-carboxamide). Yield: 61.4%. RXN SMILES: [CH:1]([NH:3][C:4]1[NH:5][CH:6]=[C:7]([C:12]2[CH:17]=[CH:16][C:15]([N+:18]([O-])=O)=[CH:14][CH:13]=2)[C:8]=1[C:9]([NH2:11])=[O:10])=[O:2].[H][H]>[Pd].CO>[CH:1]([NH:3][C:4]1[NH:5][CH:6]=[C:7]([C:12]2[CH:17]=[CH:16][C:15]([NH2:18])=[CH:14][CH:13]=2)[C:8]=1[C:9]([NH2:11])=[O:10])=[O:2]. Reported procedure: 0.23 g (0.834 mmol) of 2-formylamino-4-(4-nitrophenyl)-1H-pyrrole-3-carboxamide is added at a temperature in the region of 25° C. to a suspension of 0.030 g (0.0285 mmol) of 10% palladium on carbon in 15 cm3 of methanol. After hydrogenation for 5 hours in an autoclave under 2 bar of hydrogen, at a temperature in the region of 25° C., the reaction mixture is filtered, the catalyst is rinsed with three times 5 cm3 of methanol and then the filtrate is concentrated to dryness under reduced pressure ...